Dataset: the Open Reaction Database (ORD), a public repository of structured organic reaction records. Task: describe an organic reaction: reactants, conditions, products, and yield Reactants: Cc1ccccc1, O=C(CCCCl)c1ccccc1, O, OCCO, Cc1ccc(S(=O)(=O)O)cc1. The product is ClCCCC1(c2ccccc2)OCCO1. Reaction SMILES: [CH3:28][c:29]1[cH:30][cH:31][cH:32][cH:33][cH:34]1.[Cl:1][CH2:2][CH2:3][CH2:4][C:5](=[O:6])[c:7]1[cH:8][cH:9][cH:10][cH:11][cH:12]1.[OH2:35].[OH:13][CH2:14][CH2:15][OH:16].[c:17]1([CH3:18])[cH:19][cH:20][c:21]([S:22]([OH:23])(=[O:24])=[O:25])[cH:26][cH:27]1>>[Cl:1][CH2:2][CH2:3][CH2:4][C:5]1([c:7]2[cH:8][cH:9][cH:10][cH:11][cH:12]2)[O:6][CH2:15][CH2:14][O:13]1. The reactants are BrCCCOC1=CC=C(C=C1)C=1C2=C(SC1)C=CC=C2 (3-[4-(3-bromo-propoxy)-phenyl]-benzo[b]thiophene), N1CCCCC1 (piperidine), C([O-])([O-])=O.[K+].[K+] (potassium carbonate), C(C)#N (acetonitrile). The solvent is C(C)(=O)OCC (ethyl acetate), CO (methanol), C(C)(=O)OCC (ethyl acetate). Yields the product S1C2=C(C(=C1)C1=CC=C(OCCCN3CCCCC3)C=C1)C=CC=C2 (1-[3-(4-benzo[b]thiophen-3-yl-phenoxy)-propyl]-piperidine). Reaction SMILES: Br[CH2:2][CH2:3][CH2:4][O:5][C:6]1[CH:11]=[CH:10][C:9]([C:12]2[C:13]3[CH:20]=[CH:19][CH:18]=[CH:17][C:14]=3[S:15][CH:16]=2)=[CH:8][CH:7]=1.[NH:21]1[CH2:26][CH2:25][CH2:24][CH2:23][CH2:22]1.C(=O)([O-])[O-].[K+].[K+].C(#N)C>C(OCC)(=O)C.CO>[S:15]1[CH:16]=[C:12]([C:9]2[CH:10]=[CH:11][C:6]([O:5][CH2:4][CH2:3][CH2:2][N:21]3[CH2:26][CH2:25][CH2:24][CH2:23][CH2:22]3)=[CH:7][CH:8]=2)[C:13]2[CH:20]=[CH:19][CH:18]=[CH:17][C:14]1=2 |f:2.3.4|. Procedure: The title compound is prepared from 3-[4-(3-bromo-propoxy)-phenyl]-benzo[b]thiophene, piperidine, potassium carbonate and acetonitrile essentially as described above in Example 118 except that the column chromatography is performed with a graded solvent mixture from 100% ethyl acetate to 10% methanol in ethyl acetate. Purity by LC/MS=99%, [M+H]+=352.